Dataset: the Open Reaction Database (ORD), a public repository of structured organic reaction records. Task: describe an organic reaction: reactants, conditions, products, and yield Starting materials: NC=1C=C(CNC(=O)C2(CC2)C(F)(F)F)C=CC1F (N-(3-amino-4-fluorobenzyl)-1-(trifluoromethyl)cyclopropanecarboxamide), C1=CN(C=N1)C(=S)N2C=CN=C2 (TCDI). The solvent is C(Cl)Cl (DCM). Conditions: temperature 50 celsius. Yields the product FC1=C(C=C(CNC(=O)C2(CC2)C(F)(F)F)C=C1)N=C=S (N-(4-Fluoro-3-isothiocyanatobenzyl)-1-(trifluoromethyl)cyclopropane carboxamide). Reaction SMILES: [NH2:1][C:2]1[CH:3]=[C:4]([CH:16]=[CH:17][C:18]=1[F:19])[CH2:5][NH:6][C:7]([C:9]1([C:12]([F:15])([F:14])[F:13])[CH2:11][CH2:10]1)=[O:8].C1N=CN([C:25](N2C=NC=C2)=[S:26])C=1>C(Cl)Cl>[F:19][C:18]1[CH:17]=[CH:16][C:4]([CH2:5][NH:6][C:7]([C:9]2([C:12]([F:13])([F:14])[F:15])[CH2:10][CH2:11]2)=[O:8])=[CH:3][C:2]=1[N:1]=[C:25]=[S:26]. Reported procedure: A mixture of N-(3-amino-4-fluorobenzyl)-1-(trifluoromethyl)cyclopropanecarboxamide (3.17 g; 11.5 mmol) and TCDI (3.07 g; 17.2 mmol) in DCM (50 mL) was heated overnight at 50° C. The mixture was concentrated and the residue was purified by column chromatography. Starting materials: CCOC(C)=O, CC(C)(C)OC(=O)N1CCCC(C(OCCN=[N+]=[N-])c2cccc(F)c2F)C1. Yields the product CC(C)(C)OC(=O)N1CCCC(C(OCCN)c2cccc(F)c2F)C1. RXN SMILES: [CH3:29][CH2:30][O:31][C:32](=[O:33])[CH3:34].[N:1](=[N+:2]=[N-:3])[CH2:4][CH2:5][O:6][CH:7]([CH:8]1[CH2:9][N:10]([C:14](=[O:15])[O:16][C:17]([CH3:18])([CH3:19])[CH3:20])[CH2:11][CH2:12][CH2:13]1)[c:21]1[c:22]([F:28])[c:23]([F:27])[cH:24][cH:25][cH:26]1>>[NH2:1][CH2:4][CH2:5][O:6][CH:7]([CH:8]1[CH2:9][N:10]([C:14](=[O:15])[O:16][C:17]([CH3:18])([CH3:19])[CH3:20])[CH2:11][CH2:12][CH2:13]1)[c:21]1[c:22]([F:28])[c:23]([F:27])[cH:24][cH:25][cH:26]1.